Dataset: the Open Reaction Database (ORD), a public repository of structured organic reaction records. Task: describe an organic reaction: reactants, conditions, products, and yield The reactants are C1(=CC=CC=C1)CC(C(=O)OCC)(C(=O)OCC)O (ethyl 3-phenyl-2-hydroxy-2-ethoxycarbonyl-propanoate), CO.[Li+].[OH-] (methanol LiOH). Solvent: CO (MeOH). Product: [Li+].C1(=CC=CC=C1)CC(C(=O)[O-])(C(=O)O)O (3-phenyl-2-hydroxy-2-carboxy propanoic acid lithium salt). As a reaction SMILES: [C:1]1([CH2:7][C:8]([OH:19])([C:14]([O:16]CC)=[O:15])[C:9]([O:11]CC)=[O:10])[CH:6]=[CH:5][CH:4]=[CH:3][CH:2]=1.CO.[Li+:22].[OH-]>CO>[Li+:22].[C:1]1([CH2:7][C:8]([OH:19])([C:14]([OH:16])=[O:15])[C:9]([O-:11])=[O:10])[CH:2]=[CH:3][CH:4]=[CH:5][CH:6]=1 |f:1.2.3,5.6|. Procedure details: 2 g of the ester are treated in MeOH with aqueous-methanol LiOH, as described above, to give 1.2 g of 3-phenyl-2-hydroxy-2-carboxy propanoic acid lithium salt, m.p. >300° C.:, I.R. 3400, 1640 cm-1 ; HNMR (D20) δ (TMS): 3,4 s, 7.2-7.35 m. Reactants: COC(C1=CC=C2CCCNC2=N1)OC (7-(dimethoxymethyl)-1,2,3,4-tetrahydro-1,8-naphthyridine), COC(C1=CC=C2CCCNC2=N1)OC (7-(dimethoxymethyl)-1,2,3,4-tetrahydro-1,8-naphthyridine), C1(=CC=CC=C1)OC(OC1=CC=CC=C1)=O (diphenylcarbonate), [Li+].C[Si](C)(C)[N-][Si](C)(C)C (LHMDS). Solvent: C1CCOC1 (THF). Product: COC(C1=CC=C2CCCN(C2=N1)C(=O)OC1=CC=CC=C1)OC (phenyl 7-(dimethoxymethyl)-3,4-dihydro-1,8-naphthyridine-1(2H)-carboxylate). RXN SMILES: [CH3:1][O:2][CH:3]([O:14][CH3:15])[C:4]1[N:13]=[C:12]2[C:7]([CH2:8][CH2:9][CH2:10][NH:11]2)=[CH:6][CH:5]=1.[C:16]1([O:22][C:23](=O)[O:24]C2C=CC=CC=2)[CH:21]=[CH:20][CH:19]=[CH:18][CH:17]=1.[Li+].C[Si]([N-][Si](C)(C)C)(C)C>C1COCC1>[CH3:15][O:14][CH:3]([O:2][CH3:1])[C:4]1[N:13]=[C:12]2[C:7]([CH2:8][CH2:9][CH2:10][N:11]2[C:23]([O:22][C:16]2[CH:21]=[CH:20][CH:19]=[CH:18][CH:17]=2)=[O:24])=[CH:6][CH:5]=1 |f:2.3|. Procedure details: A solution of 7-(dimethoxymethyl)-1,2,3,4-tetrahydro-1,8-naphthyridine (intermediate 4, 2 g, 9.60 mmol) and diphenylcarbonate (4.11 g, 19.21 mmol) in THF (40 ml) at −15° C. was treated with LHMDS (1M in THF, 13.3 ml, 13.3 mmol) over 0.5 h. The reaction mixture was quenched with sat. aq. NH4Cl, extracted with EtOAc (2×). The combined organic layers were washed with brine, dried over Na2SO4, filtered and concentrated under reduced pressure. The crude product was purified by normal phase chromatogr... Starting materials: COc1cc(NC(C)=O)c([N+](=O)[O-])cc1C(=O)NC1CCN(Cc2ccccc2)CC1, CO, Cl, O. Yields the product COc1cc(N)c([N+](=O)[O-])cc1C(=O)NC1CCN(Cc2ccccc2)CC1, Cl. As a reaction SMILES: [CH2:1]([c:2]1[cH:3][cH:4][cH:5][cH:6][cH:7]1)[N:8]1[CH2:9][CH2:10][CH:11]([NH:14][C:15]([c:16]2[c:17]([O:29][CH3:30])[cH:18][c:19]([NH:25][C:26](=[O:27])[CH3:28])[c:20]([N+:22](=[O:23])[O-:24])[cH:21]2)=[O:31])[CH2:12][CH2:13]1.[CH3:33][OH:34].[ClH:32].[OH2:35]>>[CH2:1]([c:2]1[cH:3][cH:4][cH:5][cH:6][cH:7]1)[N:8]1[CH2:9][CH2:10][CH:11]([NH:14][C:15]([c:16]2[c:17]([O:29][CH3:30])[cH:18][c:19]([NH2:25])[c:20]([N+:22](=[O:23])[O-:24])[cH:21]2)=[O:31])[CH2:12][CH2:13]1.[ClH:32].